This data is from the Open Reaction Database (ORD), a public repository of structured organic reaction records. The task is: describe an organic reaction: reactants, conditions, products, and yield Starting materials: COc1ccc(F)cc1Br, OB(O)C1=CCCC1, O=C([O-])[O-], CC#N, ClCCl, [Na+], [Na+]. The product is COc1ccc(F)cc1C1=CCCC1. RXN SMILES: [Br:1][c:2]1[c:3]([O:9][CH3:10])[cH:4][cH:5][c:6]([F:8])[cH:7]1.[C:11]1([B:16]([OH:17])[OH:18])=[CH:12][CH2:13][CH2:14][CH2:15]1.[C:19](=[O:20])([O-:21])[O-:22].[CH3:25][C:26]#[N:27].[Cl:28][CH2:29][Cl:30].[Na+:23].[Na+:24]>>[c:2]1([C:11]2=[CH:12][CH2:13][CH2:14][CH2:15]2)[c:3]([O:9][CH3:10])[cH:4][cH:5][c:6]([F:8])[cH:7]1.